Dataset: the Open Reaction Database (ORD), a public repository of structured organic reaction records. Task: describe an organic reaction: reactants, conditions, products, and yield Starting materials: CC(C)(C)[Si](C)(C)OCC1CC(O)CC1O[Si](C)(C)C(C)(C)C, C1CCOC1, Clc1cc(Cl)ncn1, [H-], [Na+]. Yields the product CC(C)(C)[Si](C)(C)OCC1CC(Oc2cc(Cl)ncn2)CC1O[Si](C)(C)C(C)(C)C. As a reaction SMILES: [C:3]([CH3:4])([CH3:5])([CH3:6])[Si:7]([O:8][CH:9]1[CH2:10][CH:11]([OH:23])[CH2:12][CH:13]1[CH2:14][O:15][Si:16]([CH3:17])([CH3:18])[C:19]([CH3:20])([CH3:21])[CH3:22])([CH3:24])[CH3:25].[CH2:34]1[O:35][CH2:36][CH2:37][CH2:38]1.[Cl:26][c:27]1[n:28][cH:29][n:30][c:31]([Cl:33])[cH:32]1.[H-:1].[Na+:2]>>[C:3]([CH3:4])([CH3:5])([CH3:6])[Si:7]([O:8][CH:9]1[CH2:10][CH:11]([O:23][c:31]2[n:30][cH:29][n:28][c:27]([Cl:26])[cH:32]2)[CH2:12][CH:13]1[CH2:14][O:15][Si:16]([CH3:17])([CH3:18])[C:19]([CH3:20])([CH3:21])[CH3:22])([CH3:24])[CH3:25]. Starting materials: [BH4-].[Na+] (Sodium borohydride), C(C1=CC=CC=C1)OC(=O)N[C@H]1C(N([C@@H]1CC=O)C(C(=O)OC)=C(C)C)=O (methyl 2-[(3R,4R)-3-benzyloxycarbonylamino-2-oxo-4-(2-oxoethyl)azetidin-1-yl]-3-methylbut-2-enoate). The solvent is CO (methanol). Reaction conditions: time 20 minute. Yields the product C(C1=CC=CC=C1)OC(=O)N[C@H]1C(N([C@@H]1CCO)C(C(=O)OC)=C(C)C)=O (methyl 2-[(3R,4R)-3-benzyloxycarbonylamino-4-(2-hydroxyethyl)-2-oxoazetidin-1-yl]-3-methylbut-2-enoate). The yield is 79.2%. RXN SMILES: [BH4-].[Na+].[CH2:3]([O:10][C:11]([NH:13][C@@H:14]1[C@@H:17]([CH2:18][CH:19]=[O:20])[N:16]([C:21](=[C:26]([CH3:28])[CH3:27])[C:22]([O:24][CH3:25])=[O:23])[C:15]1=[O:29])=[O:12])[C:4]1[CH:9]=[CH:8][CH:7]=[CH:6][CH:5]=1>CO>[CH2:3]([O:10][C:11]([NH:13][C@@H:14]1[C@@H:17]([CH2:18][CH2:19][OH:20])[N:16]([C:21](=[C:26]([CH3:27])[CH3:28])[C:22]([O:24][CH3:25])=[O:23])[C:15]1=[O:29])=[O:12])[C:4]1[CH:9]=[CH:8][CH:7]=[CH:6][CH:5]=1 |f:0.1|. Procedure details: Sodium borohydride (10 mg) was added to a solution of methyl 2-[(3R,4R)-3-benzyloxycarbonylamino-2-oxo-4-(2-oxoethyl)azetidin-1-yl]-3-methylbut-2-enoate (49 mg) in methanol (1 ml) at 0° C. The mixture was stirred at the same temperature for 20 minutes and quenched with acetic acid (~0.05 ml). The resulting solution was evaporated in vacuo. The residue was dissolved in dichloromethane and washed with brine containing sodium bicarbonate. The extract was dried over magnesium sulfate, evaporated, an... Reactants: Br, O=C1CC(C=C(F)F)CN1, O. The product is O=C1CC(CC(F)(F)Br)CN1. As a reaction SMILES: [BrH:11].[F:1][C:2](=[CH:3][CH:4]1[CH2:5][C:6](=[O:9])[NH:7][CH2:8]1)[F:10].[OH2:12]>>[F:1][C:2]([CH2:3][CH:4]1[CH2:5][C:6](=[O:9])[NH:7][CH2:8]1)([F:10])[Br:11]. Starting materials: ClCCl (Dichloromethane), OCCCCCCCCC(=O)OC (methyl 9-hydroxynonanoate), N1=CC=CC=C1 (pyridine), CS(=O)(=O)Cl (methanesulfonyl chloride). The solvent is O (water). Conditions: temperature 0 celsius. Product: CS(=O)(=O)OCCCCCCCCC(=O)OC (methyl 9-(methanesulfonyloxy)nonanoate). Isolated yield 68.0%. As a reaction SMILES: ClCCl.[OH:4][CH2:5][CH2:6][CH2:7][CH2:8][CH2:9][CH2:10][CH2:11][CH2:12][C:13]([O:15][CH3:16])=[O:14].N1C=CC=CC=1.[CH3:23][S:24](Cl)(=[O:26])=[O:25]>O>[CH3:23][S:24]([O:4][CH2:5][CH2:6][CH2:7][CH2:8][CH2:9][CH2:10][CH2:11][CH2:12][C:13]([O:15][CH3:16])=[O:14])(=[O:26])=[O:25]. Procedure: Dichloromethane (20 mL) was added with methyl 9-hydroxynonanoate (2.1 g) and pyridine (1.8 g), stirred at 0° C., added with methanesulfonyl chloride (1.3 mL), gradually warmed to room temperature and stirred for one day. The reaction solution was added with water and then extracted twice with dichloromethane. The resulting organic layer was washed with 1 N hydrochloric acid and saturated sodium hydrogencarbonate solution. The organic layer was dried over anhydrous sodium sulfate, and then the so... As a reaction SMILES: [CH3:20][O:21][S:22]([O:23][CH3:24])(=[O:25])=[O:26].[CH3:27][CH2:28][OH:29].[CH3:30][C:31](=[O:32])[CH3:33].[K+:14].[K+:15].[O-:16][C:17]([O-:18])=[O:19].[OH2:34].[c:1]1(-[c:7]2[c:8]([OH:13])[cH:9][cH:10][cH:11][cH:12]2)[cH:2][cH:3][cH:4][cH:5][cH:6]1>>[c:1]1(-[c:7]2[c:8]([O:13][CH3:17])[cH:9][cH:10][cH:11][cH:12]2)[cH:2][cH:3][cH:4][cH:5][cH:6]1. The product is COc1ccccc1-c1ccccc1. The reactants are COS(=O)(=O)OC, CCO, CC(C)=O, [K+], [K+], O=C([O-])[O-], O, Oc1ccccc1-c1ccccc1. Starting materials: C(C)N(S(=O)(=O)C1=CC=C(C=C1)NN)CC (N,N-diethyl-4-hydrazinobenzenesulfonamide), C(C)OC(CC(=O)C)=O (ethylacetoacetate). The product is C(C)N(S(=O)(=O)C1=CC=C(C=C1)N1N=C(CC1=O)C)CC (N,N diethyl-4-(4,5-dihydro-3-methyl-5-oxo-1H-pyrazol-1-yl)-benzenesulfonamide). Reaction SMILES: [CH2:1]([N:3]([CH2:15][CH3:16])[S:4]([C:7]1[CH:12]=[CH:11][C:10]([NH:13][NH2:14])=[CH:9][CH:8]=1)(=[O:6])=[O:5])[CH3:2].C([O:19][C:20](=O)[CH2:21][C:22]([CH3:24])=O)C>>[CH2:15]([N:3]([CH2:1][CH3:2])[S:4]([C:7]1[CH:12]=[CH:11][C:10]([N:13]2[C:20](=[O:19])[CH2:21][C:22]([CH3:24])=[N:14]2)=[CH:9][CH:8]=1)(=[O:5])=[O:6])[CH3:16]. Procedure details: From the reaction of N,N-diethyl-4-hydrazinobenzenesulfonamide and ethylacetoacetate gives N,N diethyl-4-(4,5-dihydro-3-methyl-5-oxo-1H-pyrazol-1-yl)-benzenesulfonamide. Subsequent reaction wvith 2-ethoxyaniline yields N,N-diethyl4-(4,5-dihydro-4-(2-ethoxyanilinomethylene)-3-methyl-5-oxo-1H-pyrazol-1-yl)-benzenesulfonamide, Mp: 170° C.